The task is: describe an organic reaction: reactants, conditions, products, and yield. This data is from the Open Reaction Database (ORD), a public repository of structured organic reaction records. The reactants are C(CCCCCCCCCCC)(=O)O (lauric acid), [H][H] (hydrogen). Reagents/catalysts: catalyst. Conditions: temperature 60 celsius. Yields the product C(CCCCCCCCCCC)(=O)O (lauric acid), C(CCCCCCCCCCC)O (lauryl alcohol). As a reaction SMILES: [C:1]([OH:14])(=[O:13])[CH2:2][CH2:3][CH2:4][CH2:5][CH2:6][CH2:7][CH2:8][CH2:9][CH2:10][CH2:11][CH3:12].[H][H]>>[C:1]([OH:14])(=[O:13])[CH2:2][CH2:3][CH2:4][CH2:5][CH2:6][CH2:7][CH2:8][CH2:9][CH2:10][CH2:11][CH3:12].[CH2:1]([OH:13])[CH2:2][CH2:3][CH2:4][CH2:5][CH2:6][CH2:7][CH2:8][CH2:9][CH2:10][CH2:11][CH3:12]. Procedure: 700 g of catalyst produced in accordance with formulation 3. above were introduced into a continuous recycle-gas pilot plant having a reactor volume of 1 liter and activated as described above. Thereafter, 100 ml/h of pure lauric acid, which had been preheated to 240° C., was passed over the catalyst in the presence of hydrogen recirculated at a rate of 16 l/h under a pressure of 250 bars (corresponding to 4 m3 /h in the absence of pressure; equal to a 178.5-fold molar excess) at 270° C. Most of... Starting materials: Cc1cccc(C)c1C(CO)CNC(=O)OC(C)(C)C, CCCC[N+](CCCC)(CCCC)CCCC, ClCCl, Fc1cccc(F)c1CBr, [Na+], [OH-], O=S(=O)([O-])O. Yields the product Cc1cccc(C)c1C(CNC(=O)OC(C)(C)C)COCc1c(F)cccc1F. Reaction SMILES: [C:1]([CH3:2])([CH3:3])([CH3:4])[O:5][C:6](=[O:7])[NH:8][CH2:9][CH:10]([CH2:11][OH:12])[c:13]1[c:14]([CH3:20])[cH:15][cH:16][cH:17][c:18]1[CH3:19].[CH2:41]([N+:42]([CH2:43][CH2:44][CH2:45][CH3:46])([CH2:47][CH2:48][CH2:49][CH3:50])[CH2:51][CH2:52][CH2:53][CH3:54])[CH2:55][CH2:56][CH3:57].[Cl:33][CH2:34][Cl:35].[F:23][c:24]1[c:25]([CH2:26][Br:27])[c:28]([F:32])[cH:29][cH:30][cH:31]1.[Na+:22].[OH-:21].[S:36]([O-:37])([OH:38])(=[O:39])=[O:40]>>[C:1]([CH3:2])([CH3:3])([CH3:4])[O:5][C:6](=[O:7])[NH:8][CH2:9][CH:10]([CH2:11][O:12][CH2:26][c:25]1[c:24]([F:23])[cH:31][cH:30][cH:29][c:28]1[F:32])[c:13]1[c:14]([CH3:20])[cH:15][cH:16][cH:17][c:18]1[CH3:19].